describe an organic reaction: reactants, conditions, products, and yield From a dataset of the Open Reaction Database (ORD), a public repository of structured organic reaction records. The reactants are O=C(Cl)OCC(Cl)(Cl)Cl, CC(=O)Nc1ccc(N)cn1, C1CCOC1, O, c1ccncc1. The product is CC(=O)Nc1ccc(NC(=O)OCC(Cl)(Cl)Cl)cn1. As a reaction SMILES: [Cl:18][C:19](=[O:20])[O:21][CH2:22][C:23]([Cl:24])([Cl:25])[Cl:26].[NH2:1][c:2]1[cH:3][cH:4][c:5]([NH:8][C:9]([CH3:10])=[O:11])[n:6][cH:7]1.[O:28]1[CH2:29][CH2:30][CH2:31][CH2:32]1.[OH2:27].[cH:12]1[cH:13][cH:14][n:15][cH:16][cH:17]1>>[NH:1]([c:2]1[cH:3][cH:4][c:5]([NH:8][C:9]([CH3:10])=[O:11])[n:6][cH:7]1)[C:19](=[O:20])[O:21][CH2:22][C:23]([Cl:24])([Cl:25])[Cl:26]. Reactants: NC=1C(=C(OC2C(CCCC2)OC=2C=C(C(=O)NC(C)C)C=CC2OC)C=CC1)C#N ((±)-3-((2-(3-amino-2-cyanophenoxy)cyclohexyl)oxy)-N-isopropyl-4-methoxybenzamide), O=C(CC(=O)OCC)C (ethyl 3-oxobutanoate). The product is NC1=C(C(=NC2=CC=CC(=C12)OC1C(CCCC1)OC1=C(C=CC(=C1)C(NC(C)C)=O)OC)C)C(=O)OCC ((±)-ethyl 4-amino-5-((2-(5-(isopropylcarbamoyl)-2-methoxyphenoxy)-cyclohexyl)oxy)-2-methylquinoline-3-carboxylate). RXN SMILES: [NH2:1][C:2]1[C:3]([C:30]#[N:31])=[C:4]([CH:27]=[CH:28][CH:29]=1)[O:5][CH:6]1[CH2:11][CH2:10][CH2:9][CH2:8][CH:7]1[O:12][C:13]1[CH:14]=[C:15]([CH:22]=[CH:23][C:24]=1[O:25][CH3:26])[C:16]([NH:18][CH:19]([CH3:21])[CH3:20])=[O:17].O=[C:33]([CH3:40])[CH2:34][C:35]([O:37][CH2:38][CH3:39])=[O:36]>>[NH2:31][C:30]1[C:3]2[C:2](=[CH:29][CH:28]=[CH:27][C:4]=2[O:5][CH:6]2[CH2:11][CH2:10][CH2:9][CH2:8][CH:7]2[O:12][C:13]2[CH:14]=[C:15]([C:16](=[O:17])[NH:18][CH:19]([CH3:21])[CH3:20])[CH:22]=[CH:23][C:24]=2[O:25][CH3:26])[N:1]=[C:33]([CH3:40])[C:34]=1[C:35]([O:37][CH2:38][CH3:39])=[O:36]. Procedure: Prepared as in Example 2a from (±)-3-((2-(3-amino-2-cyanophenoxy)cyclohexyl)oxy)-N-isopropyl-4-methoxybenzamide (Example 129b) and ethyl 3-oxobutanoate as a yellow solid (78%). MS 536 (MH+). Reactants: NCC1(CCCC1)N (1-aminomethyl-cyclopentylamine), NCC1(CCCC1)N (1-aminomethyl-cyclopentylamine), NC=1C(=NC(=C(N1)N)Cl)C(=O)NC(SC)=N (1-(3,5-diamino-6-chloro-pyrazine-2-carbonyl)-2-methyl-isothiourea), NC=1C(=NC(=C(N1)N)Cl)C(=O)NC(SC)=N (1-(3,5-diamino-6-chloro-pyrazine-2-carbonyl)-2-methyl-isothiourea). Run in CC(C)O (propan-2-ol), CC(C)O (propan-2-ol). Run at temperature 70 celsius. Product: N1\C(\NCC12CCCC2)=N/C(=O)C2=NC(=C(N=C2N)N)Cl (3,5-Diamino-6-chloro-pyrazine-2-carboxylic acid [1,3-diaza-spiro[4.4]non-(2Z)-ylidene]-amide). RXN SMILES: [NH2:1][CH2:2][C:3]1([NH2:8])[CH2:7][CH2:6][CH2:5][CH2:4]1.[NH2:9][C:10]1[C:11]([C:18]([NH:20][C:21](=N)SC)=[O:19])=[N:12][C:13]([Cl:17])=[C:14]([NH2:16])[N:15]=1>CC(O)C>[NH:8]1[C:3]2([CH2:7][CH2:6][CH2:5][CH2:4]2)[CH2:2][NH:1]/[C:21]/1=[N:20]/[C:18]([C:11]1[C:10]([NH2:9])=[N:15][C:14]([NH2:16])=[C:13]([Cl:17])[N:12]=1)=[O:19]. Procedure details: A solution of crude 1-aminomethyl-cyclopentylamine (Intermediate J) (80 mg, 0.70 mmol) in propan-2-ol (1.0 ml) is added to a suspension of 1-(3,5-diamino-6-chloro-pyrazine-2-carbonyl)-2-methyl-isothiourea (Intermediate A) (208 mg, 0.54 mmol) in propan-2-ol (1.08 ml) and heated at 70° C. for 2 days. After cooling to room temperature, the reaction mixture is filtered under vacuum, and the solid is rinsed with MeOH. The filtrate is concentrated in vacuo to afford a bright yellow residue which is lo... Starting materials: C(C)OC(=O)C=1N=C(OC1CCC12CC3CC(CC(C1)C3)C2)C2=C(C=CC=C2)C (5-(2-Adamantan-1-yl-ethyl)-2-o-tolyl-oxazole-4-carboxylic Acid Ethyl Ester), [OH-].[Na+] (sodium hydroxide), OP(=O)(O)O (H3PO4). Solvent: C(C)O (ethanol). Product: C12(CC3CC(CC(C1)C3)C2)CCC2=C(N=C(O2)C2=C(C=CC=C2)C)C(=O)O (5-(2-Adamantan-1-yl-ethyl)-2-o-tolyl-oxazole-4-carboxylic Acid). Isolated yield 91.9%. RXN SMILES: C([O:3][C:4]([C:6]1[N:7]=[C:8]([C:23]2[CH:28]=[CH:27][CH:26]=[CH:25][C:24]=2[CH3:29])[O:9][C:10]=1[CH2:11][CH2:12][C:13]12[CH2:22][CH:17]3[CH2:18][CH:19]([CH2:21][CH:15]([CH2:16]3)[CH2:14]1)[CH2:20]2)=[O:5])C.[OH-].[Na+].OP(O)(O)=O>C(O)C>[C:13]12([CH2:12][CH2:11][C:10]3[O:9][C:8]([C:23]4[CH:28]=[CH:27][CH:26]=[CH:25][C:24]=4[CH3:29])=[N:7][C:6]=3[C:4]([OH:5])=[O:3])[CH2:14][CH:15]3[CH2:16][CH:17]([CH2:18][CH:19]([CH2:21]3)[CH2:20]1)[CH2:22]2 |f:1.2|. Reported procedure: A solution of the product from step b (540 mg, 1.37 mmol) in ethanol (48m1) and 2M sodium hydroxide (4.8 ml, 9.60 mmol) were refluxed for 16 h. The resulting hot suspension was acidified (pH=3, 1M H3PO4), the ethanol was evaporated, the residue was diluted with water and extracted with ethyl acetate. The organic layer was washed with water, dried (MgSO4), and the solvent was evaporated to afford the product as a white solid (460 mg, 92%). 1H NMR (300 MHz, CDCl3) 8.00 (1H, d), 7.33 (3H, m), 3.11 ...